From a dataset of the Open Reaction Database (ORD), a public repository of structured organic reaction records. describe an organic reaction: reactants, conditions, products, and yield Reactants: CC(C(=O)OC)(COC=1C(=NC=CC1)[N+](=O)[O-])C (methyl 2,2-dimethyl-3-(2-nitropyridin-3-yloxy)propanoate). The reagents and catalysts are [Pd] (Pd/C). Solvent: CO (methanol). Run at time 8 hour. Product: CC(C(=O)OC)(COC=1C(=NC=CC1)N)C (methyl 2,2-dimethyl-3-(2-aminopyridin-3-yloxy)propanoate). The yield is 611.7%. RXN SMILES: [CH3:1][C:2]([CH3:18])([CH2:7][O:8][C:9]1[C:10]([N+:15]([O-])=O)=[N:11][CH:12]=[CH:13][CH:14]=1)[C:3]([O:5][CH3:6])=[O:4]>CO.[Pd]>[CH3:1][C:2]([CH3:18])([CH2:7][O:8][C:9]1[C:10]([NH2:15])=[N:11][CH:12]=[CH:13][CH:14]=1)[C:3]([O:5][CH3:6])=[O:4]. Reported procedure: A suspension of methyl 2,2-dimethyl-3-(2-nitropyridin-3-yloxy)propanoate (9.1 g, 6 mmol) and Pd/C (800 mg) in methanol (500 mL) was stirred at rt overnight under hydrogen. The cooled mixture was filtered through celite, washed with methanol and evaporated in vacuo to afford the title compound (8.23 g, 100%). 1H NMR (300 MHz, DMSO-d6) δ 7.51 (d, J=1.3 Hz, 1H), 7.03 (d, J=1.3 Hz, 1H), 6.47 (m, 1H), 5.47 (s, 2H), 3.94 (s, 2H), 3.62 (s, 3H), 1.17 (s, 6H) The reactants are OC1=CC=C(C(=O)NN)C=C1 (4-hydroxybenzoic acid hydrazide), ClC1=C(C=C(C=C1)N=C=S)C(F)(F)F (4-chloro-3-trifluoromethyl-phenylisothiocyanate), CCOC(=O)C.CO (EtOAc MeOH). The reagents and catalysts are [Hg]=O (Mercury (II) oxide). Run in CO (MeOH). Yields the product ClC1=C(C=C(C=C1)NC1=NN=C(O1)C1=CC=C(C=C1)O)C(F)(F)F (4-(5-{[4-chloro-3-(trifluoromethyl)-phenyl]amino}-1,3,4-oxadiazol-2-yl)phenol). The yield is 60.8%. As a reaction SMILES: [OH:1][C:2]1[CH:11]=[CH:10][C:5]([C:6]([NH:8][NH2:9])=[O:7])=[CH:4][CH:3]=1.[Cl:12][C:13]1[CH:18]=[CH:17][C:16]([N:19]=[C:20]=S)=[CH:15][C:14]=1[C:22]([F:25])([F:24])[F:23].CCOC(C)=O.CO>CO.[Hg]=O>[Cl:12][C:13]1[CH:18]=[CH:17][C:16]([NH:19][C:20]2[O:7][C:6]([C:5]3[CH:10]=[CH:11][C:2]([OH:1])=[CH:3][CH:4]=3)=[N:8][N:9]=2)=[CH:15][C:14]=1[C:22]([F:23])([F:24])[F:25] |f:2.3|. Reported procedure: Mercury (II) oxide (yellow) (4.55 g, 21.0 mmol) was suspended in 60 mL of anhydrous MeOH under Ar. A bright-orange suspension was formed. To this suspension was added 4-hydroxybenzoic acid hydrazide (3.20 g, 21.0 mmol) and 4-chloro-3-trifluoromethyl-phenylisothiocyanate (5.0 g, 21.0 mmol). The reaction mixture was refluxed for 2 hours. The solvent was removed in vacuo. The black residue was redissolved in 100 mL of EtOAc and the resulting black suspension was filtered through a short pad of sili... As a reaction SMILES: [CH3:1][O:2][C:3](=[O:4])[c:5]1[c:6]([Cl:15])[n:7][c:8]([Cl:14])[cH:9][c:10]1[CH2:11][O:12][CH3:13].[Na+:17].[O:18]1[CH2:19][CH2:20][O:21][CH2:22][CH2:23]1.[OH-:16].[OH2:24]>>[O:2]=[C:3]([OH:4])[c:5]1[c:6]([Cl:15])[n:7][c:8]([Cl:14])[cH:9][c:10]1[CH2:11][O:12][CH3:13]. Starting materials: COCc1cc(Cl)nc(Cl)c1C(=O)OC, [Na+], C1COCCO1, [OH-], O. Product: COCc1cc(Cl)nc(Cl)c1C(=O)O.